From a dataset of the Open Reaction Database (ORD), a public repository of structured organic reaction records. describe an organic reaction: reactants, conditions, products, and yield Starting materials: C(=O)(OC(C)(C)C)N(O)C (N-Boc-N-methyl hydroxylamine), ClCCOCCO (2-(2-chloroethoxy)ethanol), C(=O)([O-])[O-].[K+].[K+] (K2CO3). Reagents/catalysts: [Li+].[Br-] (LiBr). The solvent is CN(C)C=O (DMF). Run at temperature 100 celsius, time 16 hour. Yields the product OCCCOCCON(C(OC(C)(C)C)=O)C (tert-butyl 2-(3-hydroxypropoxy)ethoxy(methyl)carbamate). The yield is 72.0%. RXN SMILES: [C:1]([N:8]([CH3:10])[OH:9])([O:3][C:4]([CH3:7])([CH3:6])[CH3:5])=[O:2].Cl[CH2:12][CH2:13][O:14][CH2:15][CH2:16]O.[C:18]([O-])([O-])=[O:19].[K+].[K+]>CN(C=O)C.[Li+].[Br-]>[OH:19][CH2:18][CH2:16][CH2:15][O:14][CH2:13][CH2:12][O:9][N:8]([CH3:10])[C:1](=[O:2])[O:3][C:4]([CH3:7])([CH3:6])[CH3:5] |f:2.3.4,6.7|. Procedure details: A mixture of N-Boc-N-methyl hydroxylamine (132 mg, 0.898 mmol), 2-(2-chloroethoxy)ethanol (168 mg, 1.35 mmol), K2CO3 (372 mg, 2.69 mmol) and LiBr (2 mg, 0.018 mmol) in DMF (3 mL) was heated at 100° C. and stirred for 16 h. The resulting mixture was cooled down to room temperature and filtered. The filtrate was concentrated and the residue was purified by silica gel flash column chromatography using 50% EtOAc/hexanes as eluent to afford the desired product as colorless oil (152 mg, 0.647 mmol, 72... Yields the product C(C)(C)(C)OC(N(CC1=CC=CC=C1)CCC1=CC=C(C=C1)OC1=CC=C(C=C1)N)=O ({2-[4-(4-amino-phenoxy)-phenyl]-ethyl}-benzyl-carbamic acid tert-butyl ester). Run in CO (methanol). Reagents/catalysts: [Pd] (Pd/C). Starting materials: C(C)(C)(C)OC(N(CCC1=CC=C(C=C1)OC1=CC=C(C=C1)[N+](=O)[O-])CC1=CC=CC=C1)=O (benzyl-{2-[4-(4-nitro-phenoxy)-phenyl]-ethyl}-carbamic acid tert-butyl ester). As a reaction SMILES: [C:1]([O:5][C:6](=[O:33])[N:7]([CH2:26][C:27]1[CH:32]=[CH:31][CH:30]=[CH:29][CH:28]=1)[CH2:8][CH2:9][C:10]1[CH:15]=[CH:14][C:13]([O:16][C:17]2[CH:22]=[CH:21][C:20]([N+:23]([O-])=O)=[CH:19][CH:18]=2)=[CH:12][CH:11]=1)([CH3:4])([CH3:3])[CH3:2]>[Pd].CO>[C:1]([O:5][C:6](=[O:33])[N:7]([CH2:8][CH2:9][C:10]1[CH:11]=[CH:12][C:13]([O:16][C:17]2[CH:22]=[CH:21][C:20]([NH2:23])=[CH:19][CH:18]=2)=[CH:14][CH:15]=1)[CH2:26][C:27]1[CH:28]=[CH:29][CH:30]=[CH:31][CH:32]=1)([CH3:4])([CH3:2])[CH3:3]. The yield is 98.6%. Procedure details: Combine benzyl-{2-[4-(4-nitro-phenoxy)-phenyl]-ethyl}-carbamic acid tert-butyl ester (2.5 g), 5% Pd/C (200 mg), and methanol (100 mL) then hydrogenated at 40 PSIG at room temperature for 2 hours. Filter off catalyst then concentrate on a rotary evaporator to yield {2-[4-(4-amino-phenoxy)-phenyl]-ethyl}-benzyl-carbamic acid tert-butyl ester (2.3 g): 1H NMR (CDCl3, 300.00 MHz): 7.42-6.70 (m, 13H), 4.41 (m, 2H), 3.39 (m, 2H), 2.77 (m, 2H), 1.52 (s, 9H). Reaction SMILES: [CH3:1][C:2]1[CH:7]=[C:6]([CH2:8][O:9][C:10]([NH:12][C:13]2[C:18](=[O:19])[N:17]([CH2:20][C:21]([NH:23][CH:24]([CH:37]([CH3:39])[CH3:38])[CH:25]([O:30]C(=O)C(C)(C)C)[C:26]([F:29])([F:28])[F:27])=[O:22])[C:16]([C:40]3[S:41][CH:42]=[CH:43][CH:44]=3)=C[CH:14]=2)=[O:11])[CH:5]=[C:4]([CH3:45])[N:3]=1.O.[OH-].[Li+].[Cl-].[NH4+:50]>O1CCCC1.CO.O>[CH3:45][C:4]1[CH:5]=[C:6]([CH2:8][O:9][C:10]([NH:12][C:13]2[C:18](=[O:19])[N:17]([CH2:20][C:21]([NH:23][CH:24]([CH:37]([CH3:39])[CH3:38])[CH:25]([OH:30])[C:26]([F:28])([F:27])[F:29])=[O:22])[C:16]([C:40]3[S:41][CH:42]=[CH:43][CH:44]=3)=[N:50][CH:14]=2)=[O:11])[CH:7]=[C:2]([CH3:1])[N:3]=1 |f:1.2.3,4.5|. Starting materials: [Cl-].[NH4+] (ammonium chloride), CC1=NC(=CC(=C1)COC(=O)NC1=CC=C(N(C1=O)CC(=O)NC(C(C(F)(F)F)OC(C(C)(C)C)=O)C(C)C)C=1SC=CC1)C (2-[5-(2,6-dimethylpyrid-4-ylmethoxycarbonylamino)-6-oxo-2-(2-thienyl)-1,6-dihydro-1-pyridinyl]-N-(3,3,3-trifluoro-1-isopropyl-2-pivaloyloxypropyl)acetamide), O.[OH-].[Li+] (lithium hydroxide monohydrate). The product is CC1=NC(=CC(=C1)COC(=O)NC1=CN=C(N(C1=O)CC(=O)NC(C(C(F)(F)F)O)C(C)C)C=1SC=CC1)C (2-[5-(2,6-Dimethylpyrid-4-ylmethoxycarbonylamino)-6-oxo-2-(2-thienyl)-1,6-dihydro-1-pyrimidinyl]-N-(3,3,3-trifluoro-2-hydroxy-1-isopropylpropyl)acetamide). Solvent: O1CCCC1 (tetrahydrofuran), CO (methanol), O (water). Conditions: time 2 hour. Procedure details: To a solution of 2-[5-(2,6-dimethylpyrid-4-ylmethoxycarbonylamino)-6-oxo-2-(2-thienyl)-1,6-dihydro-1-pyridinyl]-N-(3,3,3-trifluoro-1-isopropyl-2-pivaloyloxypropyl)acetamide (1.44 g) in tetrahydrofuran (10 mL) and methanol (10 mL) was added a solution of lithium hydroxide monohydrate (0.92 g) in water (20 mL). The resulting solution was stirred for 2 h, diluted with saturated ammonium chloride (30 mL), and extracted with ethyl acetate. The ethyl acetate solution was dried and evaporated. The resu... Starting materials: C1(CCCCC1)N=C=NC1CCCCC1 (N,N'-dicyclohexylcarbodiimide), C(\C=C\C=C\C)(=O)O ((E,E)-hexa-2,4-dienoic acid), C(#N)C1=CC=C(C=C1)C1=CC=C(C=C1)O (4-cyano-4'-hydroxybiphenyl). Reagents/catalysts: CN(C1=CC=NC=C1)C (4-(dimethylamino)pyridine). Solvent: ClCCl (dichloromethane), ClCCl (dichoromethane). Conditions: temperature 0 celsius, time 8 hour. Yields the product C(\C=C\C=C\C)(=O)OC1=CC=C(C=C1)C1=CC=C(C=C1)C#N (4'-cyanobiphenyl-4-yl(E,E)-hexa-2,4-dienoate). Reaction SMILES: C1(N=C=NC2CCCCC2)CCCCC1.[C:16]([OH:23])(=[O:22])/[CH:17]=[CH:18]/[CH:19]=[CH:20]/[CH3:21].[C:24]([C:26]1[CH:31]=[CH:30][C:29]([C:32]2[CH:37]=[CH:36][C:35](O)=[CH:34][CH:33]=2)=[CH:28][CH:27]=1)#[N:25]>ClCCl.CN(C)C1C=CN=CC=1>[C:16]([O:23][C:35]1[CH:34]=[CH:33][C:32]([C:29]2[CH:28]=[CH:27][C:26]([C:24]#[N:25])=[CH:31][CH:30]=2)=[CH:37][CH:36]=1)(=[O:22])/[CH:17]=[CH:18]/[CH:19]=[CH:20]/[CH3:21]. Reported procedure: A solution of N,N'-dicyclohexylcarbodiimide (0.87 g, 0.0042 mol) in dichloromethane (10 CM3) was added to a solution of (E,E)-hexa-2,4-dienoic acid (0.47 g, 0.0042 mol), 4-cyano-4'-hydroxybiphenyl (0.67 g, 0.0035 mol), 4-(dimethylamino)pyridine (0.05 g) in dichoromethane (25 cm3), cooled in an ice bath (0° C.) under an atmosphere of nitrogen. The reaction mixture was stirred overnight, filtered to remove precipitated material and the filtrate was evaporated down under reduced pressure. The crude... The reactants are [N+](=O)([O-])C=1C=CC=2C=3C(=CNC2C1)C(N(N3)C3=CC=CC=C3)=O (7-Nitro-2-phenyl-2,5-dihydro-pyrazolo-[4,3-c]quinolin-3-one), ClC1=C(C=NC2=CC(=CC=C12)[N+](=O)[O-])C(=O)OCC (Ethyl 4-chloro-7-nitro-quinoline-3-carboxylate), COC1=CC=C(C=C1)NN (4-methoxyphenylhydrazine). Product: COC1=CC=C(C=C1)N1N=C2C(=CNC=3C=C(C=CC23)[N+](=O)[O-])C1=O (2-(4′-Methoxyphenyl)-7-nitro-2,5-dihydro-pyrazolo-(4,3-c) quinolin-3-one). RXN SMILES: [N+:1]([C:4]1[CH:5]=[CH:6][C:7]2[C:8]3[C:9]([C:14](=[O:23])[N:15]([C:17]4[CH:22]=[CH:21][CH:20]=[CH:19][CH:18]=4)[N:16]=3)=[CH:10][NH:11][C:12]=2[CH:13]=1)([O-:3])=[O:2].ClC1C2C(=CC([N+]([O-])=O)=CC=2)N=CC=1[C:38](OCC)=[O:39].COC1C=CC(NN)=CC=1>>[CH3:38][O:39][C:20]1[CH:21]=[CH:22][C:17]([N:15]2[C:14](=[O:23])[C:9]3=[CH:10][NH:11][C:12]4[CH:13]=[C:4]([N+:1]([O-:3])=[O:2])[CH:5]=[CH:6][C:7]=4[C:8]3=[N:16]2)=[CH:18][CH:19]=1. Procedure details: The title compound was prepared following the procedure described 12a using 11a and 4-methoxyphenylhydrazine. 1H-NMR (DMSO-d6) δ (ppm): 3.76 (3H, s), 7.02 (2H, d, J=9.34 Hz), 8.02 (2H, d, J=9.06 Hz), 8.27 (1H, dd, J=8.79, 2.19 Hz), 8.39 (1H, d, J=8.79 Hz), 8.52 (1H, q, J=2.20 Hz), 8.88 (1H, d, J=6.04 Hz). m/z 337.3 (MH+). Reactants: COCCC1CNCCN1, CC(C)c1cc2c(s1)Nc1ccccc1N=C2N, Cl, c1ccncc1. The product is COCCC1CN(C2=Nc3ccccc3Nc3sc(C(C)C)cc32)CCN1. Reaction SMILES: [CH3:20][O:21][CH2:22][CH2:23][CH:24]1[NH:25][CH2:26][CH2:27][NH:28][CH2:29]1.[CH:2]([CH3:3])([CH3:4])[c:5]1[cH:6][c:7]2[c:13]([s:14]1)[NH:12][c:11]1[c:10]([cH:18][cH:17][cH:16][cH:15]1)[N:9]=[C:8]2[NH2:19].[ClH:1].[cH:30]1[cH:31][cH:32][n:33][cH:34][cH:35]1>>[CH:2]([CH3:3])([CH3:4])[c:5]1[cH:6][c:7]2[c:13]([s:14]1)[NH:12][c:11]1[c:10]([cH:18][cH:17][cH:16][cH:15]1)[N:9]=[C:8]2[N:19]1[CH2:27][CH2:26][NH:25][CH:24]([CH2:23][CH2:22][O:21][CH3:20])[CH2:29]1. Starting materials: C(C1=CC=CC=C1)OC=1C=C(C=C2C=C(NC12)C(=O)O)OC1=CC=C(C=C1)S(=O)(=O)C (7-(benzyloxy)-5-[4-(methylsulfonyl)phenoxy]-1H-indole-2-carboxylic acid), Cl.CN(CCCN=C=NCC)C (3-(dimethylamino)propyl-3-ethylcarbodiimide hydrochloride), [NH4+].ON1N=NC2=C1C=CC=C2 (1-hydroxybenzotriazole ammonium salt), CN(C=O)C (N,N-dimethylformamide). Solvent: O (Water). Reaction conditions: time 16 hour. The product is C(C1=CC=CC=C1)OC=1C=C(C=C2C=C(NC12)C(=O)N)OC1=CC=C(C=C1)S(=O)(=O)C (7-(Benzyloxy)-5-[4-(methylsulfonyl)phenoxy]-1H-indole-2-carboxamide). Yield: 100.9%. Reaction SMILES: [CH2:1]([O:8][C:9]1[CH:10]=[C:11]([O:21][C:22]2[CH:27]=[CH:26][C:25]([S:28]([CH3:31])(=[O:30])=[O:29])=[CH:24][CH:23]=2)[CH:12]=[C:13]2[C:17]=1[NH:16][C:15]([C:18]([OH:20])=O)=[CH:14]2)[C:2]1[CH:7]=[CH:6][CH:5]=[CH:4][CH:3]=1.Cl.C[N:34](C)CCCN=C=NCC.[NH4+].ON1C2C=CC=CC=2N=N1.CN(C)C=O>O>[CH2:1]([O:8][C:9]1[CH:10]=[C:11]([O:21][C:22]2[CH:27]=[CH:26][C:25]([S:28]([CH3:31])(=[O:29])=[O:30])=[CH:24][CH:23]=2)[CH:12]=[C:13]2[C:17]=1[NH:16][C:15]([C:18]([NH2:34])=[O:20])=[CH:14]2)[C:2]1[CH:7]=[CH:6][CH:5]=[CH:4][CH:3]=1 |f:1.2,3.4|. Procedure details: A mixture of 7-(benzyloxy)-5-[4-(methylsulfonyl)phenoxy]-1H-indole-2-carboxylic acid (1.59 g), 1-[3-(dimethylamino)propyl-3-ethylcarbodiimide hydrochloride (1.4 g), 1-hydroxybenzotriazole ammonium salt (1.1 g) and N,N-dimethylformamide (40 mL) was stirred at room temperature for 16 hr. Water was added to the reaction solution, and the precipitated solid was collected by filtration, and washed successively with water, ethanol and diethyl ether to give the title compound (1.6 g, yield 100%) as a p... The reactants are ClC(C)C1=CC=C(C=C1)F (1-(1-chloroethyl)-4-fluorobenzene), C1(=CC=CC=C1)CCN1CCC(CC1)NC1=NC2=C(N1)C=CC=C2 (N-[1-(2-phenylethyl)-4-piperidinyl]-1H-benzimidazol-2-amine), C([O-])([O-])=O.[Na+].[Na+] (sodium carbonate), [I-].[K+] (potassium iodide). Solvent: CC(CC(C)=O)C (4-methyl-2-pentanone), O (water). Yields the product FC1=CC=C(C=C1)C(C)N1C(=NC2=C1C=CC=C2)NC2CCN(CC2)CCC2=CC=CC=C2 (1-[1-(4-fluorophenyl)ethyl]-N-[1-(2-phenylethyl)-4-piperidinyl]-1H-benzimidazol-2-amine). Isolated yield 40.7%. RXN SMILES: Cl[CH:2]([C:4]1[CH:9]=[CH:8][C:7]([F:10])=[CH:6][CH:5]=1)[CH3:3].[C:11]1([CH2:17][CH2:18][N:19]2[CH2:24][CH2:23][CH:22]([NH:25][C:26]3[NH:30][C:29]4[CH:31]=[CH:32][CH:33]=[CH:34][C:28]=4[N:27]=3)[CH2:21][CH2:20]2)[CH:16]=[CH:15][CH:14]=[CH:13][CH:12]=1.C(=O)([O-])[O-].[Na+].[Na+].[I-].[K+]>O.CC(C)CC(=O)C>[F:10][C:7]1[CH:8]=[CH:9][C:4]([CH:2]([N:27]2[C:28]3[CH:34]=[CH:33][CH:32]=[CH:31][C:29]=3[N:30]=[C:26]2[NH:25][CH:22]2[CH2:23][CH2:24][N:19]([CH2:18][CH2:17][C:11]3[CH:16]=[CH:15][CH:14]=[CH:13][CH:12]=3)[CH2:20][CH2:21]2)[CH3:3])=[CH:5][CH:6]=1 |f:2.3.4,5.6|. Reported procedure: A mixture of 1.6 parts of 1-(1-chloroethyl)-4-fluorobenzene, 3.2 parts of N-[1-(2-phenylethyl)-4-piperidinyl]-1H-benzimidazol-2-amine, 1 part of sodium carbonate, 0.1 parts of potassium iodide and 120 parts of 4-methyl-2-pentanone is stirred and refluxed overnight with water-separator. The reaction mixture is cooled, poured onto water and the layers are separated. The organic phase is dried, filtered and evaporated. The residue is purified by column-chromatography over silica gel using a mixture... The reactants are O (H2O), [O-][N+]1=CC2=C(C3=CC=CC=C13)N1C(=N2)COC[C@@H]1C(C)(C)O (2-[(11R)-5-Oxido-10,11-dihydro-8H-[1,4]oxazino[4′,3′:1,2]imidazo[4,5-c]quinolin-11-yl]propan-2-ol), C1(=CC=C(C=C1)S(=O)(=O)Cl)C (p-toluenesulfonyl chloride), [NH4+].[OH-] (NH4OH). The solvent is C(Cl)Cl (CH2Cl2). Reaction conditions: time 2 hour. Yields the product NC1=NC2=CC=CC=C2C2=C1N=C1N2[C@H](COC1)C(C)(C)O (2-[(11R)-6-amino-10,11-dihydro-8H-[1,4]oxazino[4′,3′:1,2]imidazo[4,5-c]quinolin-11-yl]propan-2-ol). RXN SMILES: [O-][N+:2]1[C:11]2[C:6](=[CH:7][CH:8]=[CH:9][CH:10]=2)[C:5]2[N:12]3[C@@H:18]([C:19]([OH:22])([CH3:21])[CH3:20])[CH2:17][O:16][CH2:15][C:13]3=[N:14][C:4]=2[CH:3]=1.[NH4+:23].[OH-].C1(C)C=CC(S(Cl)(=O)=O)=CC=1.O>C(Cl)Cl>[NH2:23][C:3]1[C:4]2[N:14]=[C:13]3[CH2:15][O:16][CH2:17][C@H:18]([C:19]([OH:22])([CH3:21])[CH3:20])[N:12]3[C:5]=2[C:6]2[C:11](=[CH:10][CH:9]=[CH:8][CH:7]=2)[N:2]=1 |f:1.2|. Procedure details: 2-[(11R)-5-Oxido-10,11-dihydro-8H-[1,4]oxazino[4′,3′:1,2]imidazo[4,5-c]quinolin-11-yl]propan-2-ol (798 mg, 2.67 mmol) was dissolved in 25 mL of CH2Cl2 and treated with 5 mL of concentrated NH4OH solution. The mixture was stirred rapidly and p-toluenesulfonyl chloride (534 mg, 2.80 mmol) was carefully added. Rapid stirring was continued for 2 hours. The reaction mixture was then treated with 25 mL of H2O and the layers were separated. The aqueous portion was extracted with additional CH2Cl2 (3×20...